This data is from the Open Reaction Database (ORD), a public repository of structured organic reaction records. The task is: describe an organic reaction: reactants, conditions, products, and yield Reactants: CCN1CCOCC1, CCN=C=NCCCN(C)C, Cl, Cl, Cl, CC(NCC(O)C(N)Cc1ccccc1)C(=O)NC1CCCCC1, CCCN(CCC)C(=O)c1cc(C(=O)O)cc(N2CCCC2=O)c1, CN(C)C=O, On1nnc2ccccc21. The product is CCCN(CCC)C(=O)c1cc(C(=O)NC(Cc2ccccc2)C(O)CNC(C)C(=O)NC2CCCCC2)cc(N2CCCC2=O)c1. RXN SMILES: [CH2:47]([N:48]1[CH2:49][CH2:50][O:51][CH2:52][CH2:53]1)[CH3:54].[CH3:25][CH2:26][N:27]=[C:28]=[N:29][CH2:30][CH2:31][CH2:32][N:33]([CH3:34])[CH3:35].[ClH:36].[ClH:55].[ClH:56].[NH2:57][CH:58]([CH:59]([CH2:60][NH:61][CH:62]([C:63](=[O:64])[NH:65][CH:66]1[CH2:67][CH2:68][CH2:69][CH2:70][CH2:71]1)[CH3:72])[OH:73])[CH2:74][c:75]1[cH:76][cH:77][cH:78][cH:79][cH:80]1.[O:1]=[C:2]1[N:3]([c:7]2[cH:8][c:9]([C:16](=[O:17])[N:18]([CH2:19][CH2:20][CH3:21])[CH2:22][CH2:23][CH3:24])[cH:10][c:11]([C:12](=[O:13])[OH:14])[cH:15]2)[CH2:4][CH2:5][CH2:6]1.[O:81]=[CH:82][N:83]([CH3:84])[CH3:85].[OH:37][n:38]1[c:39]2[c:40]([cH:41][cH:42][cH:43][cH:44]2)[n:45][n:46]1>>[O:1]=[C:2]1[N:3]([c:7]2[cH:8][c:9]([C:16](=[O:17])[N:18]([CH2:19][CH2:20][CH3:21])[CH2:22][CH2:23][CH3:24])[cH:10][c:11]([C:12](=[O:13])[NH:57][CH:58]([CH:59]([CH2:60][NH:61][CH:62]([C:63](=[O:64])[NH:65][CH:66]3[CH2:67][CH2:68][CH2:69][CH2:70][CH2:71]3)[CH3:72])[OH:73])[CH2:74][c:75]3[cH:76][cH:77][cH:78][cH:79][cH:80]3)[cH:15]2)[CH2:4][CH2:5][CH2:6]1. As a reaction SMILES: [CH3:24][c:25]1[cH:26][cH:27][cH:28][cH:29][cH:30]1.[OH:1][c:2]1[c:3]([C:12]([O:14][CH3:13])=[O:15])[n:4][cH:5][c:6]2[cH:7][cH:8][cH:9][n:10][c:11]12.[n:16]1[c:17]([CH2:22][NH2:23])[cH:18][cH:19][cH:20][cH:21]1>>[OH:1][c:2]1[c:3]([C:12](=[O:14])[NH:23][CH2:22][c:17]2[n:16][cH:21][cH:20][cH:19][cH:18]2)[n:4][cH:5][c:6]2[cH:7][cH:8][cH:9][n:10][c:11]12. Yields the product O=C(NCc1ccccn1)c1ncc2cccnc2c1O. Starting materials: Cc1ccccc1, COC(=O)c1ncc2cccnc2c1O, NCc1ccccn1.